From a dataset of the Open Reaction Database (ORD), a public repository of structured organic reaction records. describe an organic reaction: reactants, conditions, products, and yield Starting materials: C(=O)(OC(C)(C)C)NCCCC(=O)O (N-Boc-γ-Aminobutyric acid), Cl (Hydrochloric acid), C(C)(C)(C)OC(NCCCC(NCC)=O)=O ((3-Ethylcarbamoyl-propyl)-carbamic acid tert-butyl ester), additional acid. Solvent: CN(C)C=O (DMF), CO (MeOH). Conditions: time 8 hour. The product is C(C)(C)(C)OC(NCCCC(NCCCC(NCC)=O)=O)=O ([3-(3-Ethylcarbamoyl-propylcarbamoyl)-propyl]-carbamic acid tert-butyl ester). RXN SMILES: Cl.C(OC(=O)[NH:8][CH2:9][CH2:10][CH2:11][C:12](=[O:16])[NH:13][CH2:14][CH3:15])(C)(C)C.[C:18]([NH:25][CH2:26][CH2:27][CH2:28][C:29]([OH:31])=O)([O:20][C:21]([CH3:24])([CH3:23])[CH3:22])=[O:19]>CO.CN(C=O)C>[C:21]([O:20][C:18](=[O:19])[NH:25][CH2:26][CH2:27][CH2:28][C:29](=[O:31])[NH:8][CH2:9][CH2:10][CH2:11][C:12](=[O:16])[NH:13][CH2:14][CH3:15])([CH3:22])([CH3:23])[CH3:24]. Procedure details: Hydrochloric acid (12%, 64 ml) was added to a cold solution of Boc-derivative 3 (21.1 g, 91.7 mmol) in MeOH (190 ml) and stirred overnight at room temperature. The next day additional acid (30 ml) was added and stirring was continued for another 10 h. The reaction mixture was filtered, washed with CHCl3, concentrated and dried in vacuo overnight. The product was suspended in DMF (300 ml) with DIEA (42 ml), cooled to 0° C. and a solution of Bt-derivative 2 (29 g, 90.5 mmol) in DMF (100 ml) was ad... The reactants are ice, CO[C@@H]([C@@H](CS(=O)(=O)CC=1C=NC2=CC=CC=C2C1)NCC#N)C ((2S,3R)-3-methoxy-2-(N-cyanomethylamino)-1-(3-quinolylmethanesulfonyl)butane), O.C1(=CC=C(C=C1)S(=O)(=O)O)C (4-toluenesulphonic acid monohydrate), ClC=1C=C(C(=O)OO)C=CC1 (3-chloroperoxybenzoic acid). Run at temperature 60 celsius. Product: CO[C@@H]([C@@H](CS(=O)(=O)CC=1C=NC2=CC=CC=C2C1)NO)C ((2S,3R)-N-[3-methoxy-1-(3-quinolylmethanesulfonyl)-butan-2-yl]hydroxylamine). The yield is 357.7%. Reaction SMILES: [CH3:1][O:2][C@H:3]([CH3:24])[C@H:4]([NH:20]CC#N)[CH2:5][S:6]([CH2:9][C:10]1[CH:11]=[N:12][C:13]2[C:18]([CH:19]=1)=[CH:17][CH:16]=[CH:15][CH:14]=2)(=[O:8])=[O:7].O.C1(C)C=CC(S(O)(=O)=[O:33])=CC=1.ClC1C=C(C=CC=1)C(OO)=O>>[CH3:1][O:2][C@H:3]([CH3:24])[C@H:4]([NH:20][OH:33])[CH2:5][S:6]([CH2:9][C:10]1[CH:11]=[N:12][C:13]2[C:18]([CH:19]=1)=[CH:17][CH:16]=[CH:15][CH:14]=2)(=[O:8])=[O:7] |f:1.2|. Procedure: An ice-cold stirred solution of (2S,3R)-3-methoxy-2-(N-cyanomethylamino)-1-(3-quinolylmethanesulfonyl)butane (590 mg) in MDC (20 ml) was treated with 4-toluenesulphonic acid monohydrate (50 mg) and 70% 3-chloroperoxybenzoic acid (281 mg). After 45 min the reaction was quenched with 10% sodium thiosulphate (5 ml) followed by saturated sodium hydrogen carbonate (5 ml) solution. After 5 min the organic layer was collected and the aqueous re-extracted with MDC (10 ml). The combined MDC phases were d... Starting materials: Br.O=C1COC2(CN1)CCNCC2 (3-oxo-1-oxa-4,9-diaza-spiro[5.5]undecane hydrobromide), C(#N)C1=CC=C(C(=O)Cl)C=C1 (4-cyanobenzoyl chloride). Solvent: N1=CC=CC=C1 (pyridine). Product: C(#N)C1=CC=C(C(=O)N2CCC3(CNC(CO3)=O)CC2)C=C1 (9-(4-cyanobenzoyl)-3-oxo-1-oxa-4,9-diaza-spiro[5.5]undecane). RXN SMILES: Br.[O:2]=[C:3]1[NH:8][CH2:7][C:6]2([CH2:13][CH2:12][NH:11][CH2:10][CH2:9]2)[O:5][CH2:4]1.[C:14]([C:16]1[CH:24]=[CH:23][C:19]([C:20](Cl)=[O:21])=[CH:18][CH:17]=1)#[N:15]>N1C=CC=CC=1>[C:14]([C:16]1[CH:24]=[CH:23][C:19]([C:20]([N:11]2[CH2:12][CH2:13][C:6]3([O:5][CH2:4][C:3](=[O:2])[NH:8][CH2:7]3)[CH2:9][CH2:10]2)=[O:21])=[CH:18][CH:17]=1)#[N:15] |f:0.1|. Reported procedure: 18.0 g (71.7 mmol) 3-oxo-1-oxa-4,9-diaza-spiro[5.5]undecane hydrobromide (prepared according to J. Med. Chem. 1983, 26, 855) were dissolved in 300 ml dry pyridine, and 11.9 g (71.9 mmol) 4-cyanobenzoyl chloride were added in small portions. The mixture was stirred over night at room temperature and evaporated under reduced pressure. The residue was dissolved in toluene, which was removed in vacuo. This process was repeated two times to remove remaining pyridine. It was treated with water and neu... Conditions: time 12 minute. Product: C(C)N(CC(CO)(CC)CC)CC (3-diethylamino-2,2-diethylpropanol). Yield: 48.9%. Reaction SMILES: [CH2:1]([N:3]([CH2:16][CH3:17])[C:4]([C:6]([CH2:14][CH3:15])([CH2:12][CH3:13])[C:7](OCC)=[O:8])=O)[CH3:2].CC(OC(C)=O)=O.O.C(Cl)(Cl)Cl>C1COCC1>[CH2:16]([N:3]([CH2:1][CH3:2])[CH2:4][C:6]([CH2:14][CH3:15])([CH2:12][CH3:13])[CH2:7][OH:8])[CH3:17]. The reactants are CC(=O)OC(=O)C (Ac2O), C(Cl)(Cl)Cl (CHCl3), C(C)N(C(=O)C(C(=O)OCC)(CC)CC)CC (ethyl 2-(N,N-diethylcarbamoyl)-2-ethylbutyrate), O (H2O). Reported procedure: To THF (300 ml.) is added LiA1H4 (1.2 g), the mixture is refluxed for 20 min, and an additional quantity of LiAIH4 (15.8 g., 0.42 mole) is added in two portions at 5°-21° over 1 min with mechanical stirring. The mixture is cooled to 5° and a solution of ethyl 2-(N,N-diethylcarbamoyl)-2-ethylbutyrate (29 g., 0.12 mole) in THF (80 ml.) is added at 5°-11° in 5 min. The temperature (exothermic) is allowed to rise to 60 over 12 min, is maintained at 49°-53° for 7 min, is heated gradually to reflux ov... Solvent: C1CCOC1 (THF), C1CCOC1 (THF).